This data is from the Open Reaction Database (ORD), a public repository of structured organic reaction records. The task is: describe an organic reaction: reactants, conditions, products, and yield Reactants: COC(=O)CCc1ccc(Oc2ccc(CNc3cccc([N+](=O)[O-])c3C)cc2)cc1, Fc1ccccc1CBr. Product: COC(=O)CCc1ccc(Oc2ccc(CN(Cc3ccccc3F)c3cccc([N+](=O)[O-])c3C)cc2)cc1. As a reaction SMILES: [CH3:1][c:2]1[c:3]([NH:11][CH2:12][c:13]2[cH:14][cH:15][c:16]([O:17][c:18]3[cH:19][cH:20][c:21]([CH2:24][CH2:25][C:26](=[O:27])[O:28][CH3:29])[cH:22][cH:23]3)[cH:30][cH:31]2)[cH:4][cH:5][cH:6][c:7]1[N+:8](=[O:9])[O-:10].[F:32][c:33]1[c:34]([CH2:35][Br:36])[cH:37][cH:38][cH:39][cH:40]1>>[CH3:1][c:2]1[c:3]([N:11]([CH2:12][c:13]2[cH:14][cH:15][c:16]([O:17][c:18]3[cH:19][cH:20][c:21]([CH2:24][CH2:25][C:26](=[O:27])[O:28][CH3:29])[cH:22][cH:23]3)[cH:30][cH:31]2)[CH2:35][c:34]2[c:33]([F:32])[cH:40][cH:39][cH:38][cH:37]2)[cH:4][cH:5][cH:6][c:7]1[N+:8](=[O:9])[O-:10].